Dataset: the Open Reaction Database (ORD), a public repository of structured organic reaction records. Task: describe an organic reaction: reactants, conditions, products, and yield Starting materials: C(C(O)C)(=S)O (thiolactic acid), FC(C(C(=O)O)=C)(F)F (2-(trifluoromethyl)acrylic acid). The product is C(C)(=O)SCC(C(=O)O)C(F)(F)F (3-acetylthio-2-trifluoromethylpropanoic acid). Procedure details: A mixture of thiolactic acid (50 g.) and 2-(trifluoromethyl)acrylic acid [M. W. Buxton, et al., J. Chem. Soc., 366 (1954)] (66 g.) is heated on the steam bath for one hour and then stored at room temperature for eighteen hours. The reaction mixture is distilled in vacuo to give 3-acetylthio-2-trifluoromethylpropanoic acid. As a reaction SMILES: [C:1]([OH:6])(=[S:5])[CH:2](C)O.[F:7][C:8]([F:15])([F:14])[C:9](=[CH2:13])[C:10]([OH:12])=[O:11]>>[C:1]([S:5][CH2:13][CH:9]([C:8]([F:15])([F:14])[F:7])[C:10]([OH:12])=[O:11])(=[O:6])[CH3:2].